This data is from the Open Reaction Database (ORD), a public repository of structured organic reaction records. The task is: describe an organic reaction: reactants, conditions, products, and yield Reactants: C(C)N(C(OC(C)(C)C)=O)C1CCNCC1 (tert-butyl ethyl(piperidin-4-yl)carbamate), BrCC1=CC=C(C=C1)C(C(F)(F)F)(C(F)(F)F)O (2-(4-(bromomethyl)phenyl)-1,1,1,3,3,3-hexafluoropropan-2-ol), C(O)([O-])=O.[Na+] (sodium hydrogencarbonate). Solvent: C(C)#N (acetonitrile). Yields the product C(C)OC(NC1CCN(CC1)CC1=CC=C(C=C1)C(C(F)(F)F)(C(F)(F)F)O)=O (Ethyl(1-(4-(1,1,1,3,3,3-hexafluoro-2-hydroxypropan-2-yl)benzyl)piperidin-4-yl)carbamate). The yield is 70.4%. As a reaction SMILES: C([N:3]([CH:11]1[CH2:16][CH2:15][NH:14][CH2:13][CH2:12]1)[C:4](=[O:10])[O:5][C:6]([CH3:9])(C)C)C.Br[CH2:18][C:19]1[CH:24]=[CH:23][C:22]([C:25]([OH:34])([C:30]([F:33])([F:32])[F:31])[C:26]([F:29])([F:28])[F:27])=[CH:21][CH:20]=1.C(=O)([O-])O.[Na+]>C(#N)C>[CH2:6]([O:5][C:4](=[O:10])[NH:3][CH:11]1[CH2:12][CH2:13][N:14]([CH2:18][C:19]2[CH:20]=[CH:21][C:22]([C:25]([OH:34])([C:26]([F:27])([F:28])[F:29])[C:30]([F:31])([F:32])[F:33])=[CH:23][CH:24]=2)[CH2:15][CH2:16]1)[CH3:9] |f:2.3|. Reported procedure: A mixture of tert-butyl ethyl(piperidin-4-yl)carbamate (10.95 mmol, 2.5 g), 2-(4-(bromomethyl)phenyl)-1,1,1,3,3,3-hexafluoropropan-2-ol (10.95 mmol, 3.69 g) and sodium hydrogencarbonate (16.42 mmol, 1.380 g) in acetonitrile (40 ml) was refluxed for 2 hours. The reaction was concentrated under reduced pressure and dichloromethane was added. The suspension was filtered and the filtrate was chromatographed on silica (eluting with a gradient of dichloromethane to ethyl acetate) to give the title com...